describe an organic reaction: reactants, conditions, products, and yield From a dataset of the Open Reaction Database (ORD), a public repository of structured organic reaction records. The reactants are CN(C)C=O, O=C(O)CCCC=C(F)F, O=S(Cl)Cl. The product is O=C(Cl)CCCC=C(F)F. RXN SMILES: [CH3:15][N:16]([CH3:17])[CH:18]=[O:19].[F:5][C:6](=[CH:7][CH2:8][CH2:9][CH2:10][C:11](=[O:12])[OH:13])[F:14].[S:1]([Cl:2])([Cl:3])=[O:4]>>[Cl:3][C:11]([CH2:10][CH2:9][CH2:8][CH:7]=[C:6]([F:5])[F:14])=[O:12]. Starting materials: N(CCC(=O)O)C(=O)OC(C)(C)C (N-Boc-β-Ala-OH), ON1C(CCC1=O)=O (N-hydroxysuccinimide), C=1C=CC2=C(C1)N=NN2O (HOBt), CCN=C=NCCCN(C)C.Cl (EDCI.HCl). The solvent is CN(C)C=O (DMF). Run at time 16 hour. The product is N(CCC(=O)ON1C(=O)CCC1=O)C(=O)OC(C)(C)C (N-Boc-β-Ala-OSu). The yield is 72634728.0%. As a reaction SMILES: [NH:1]([C:7]([O:9][C:10]([CH3:13])([CH3:12])[CH3:11])=[O:8])[CH2:2][CH2:3][C:4]([OH:6])=[O:5].O[N:15]1[C:19](=[O:20])[CH2:18][CH2:17][C:16]1=[O:21].C1C=CC2N(O)N=NC=2C=1.CCN=C=NCCCN(C)C.Cl>CN(C=O)C>[NH:1]([C:7]([O:9][C:10]([CH3:13])([CH3:12])[CH3:11])=[O:8])[CH2:2][CH2:3][C:4]([O:6][N:15]1[C:19](=[O:20])[CH2:18][CH2:17][C:16]1=[O:21])=[O:5] |f:3.4|. Procedure: A mixture of N-Boc-β-Ala-OH (1 g, 5.29 nmol), N-hydroxysuccinimide (0.9 g, 7.82 mmol) in DMF (10 mL) were added HOBt (0.7 g, 5.25 mmol) and EDCI.HCl (1 g, 5.23 mmol) at 5° C. The reaction mixture was warmed to RT and stirred for 16 h. The progress of the reaction was monitored by TLC. The reaction was quenched with water and extracted with ethyl acetate (2×150 mL). The combined organic layers were washed with water (3×100 mL), brine (150 mL), dried over anhydrous Na2SO4 and concentrated under re... Starting materials: SCCCO (3-mercapto-propan-1-ol), CCN(C(C)C)C(C)C (DIEA), BrC1C(OCC1)=O (3-bromo-dihydro-furan-2-one). Solvent: CN(C)C=O (DMF). Reaction conditions: time 4 hour. Yields the product OCCCSC1C(OCC1)=O (3-(3-Hydroxy-propylsulfanyl)-dihydro-furan-2-one). As a reaction SMILES: [SH:1][CH2:2][CH2:3][CH2:4][OH:5].CCN(C(C)C)C(C)C.Br[CH:16]1[CH2:20][CH2:19][O:18][C:17]1=[O:21]>CN(C=O)C>[OH:5][CH2:4][CH2:3][CH2:2][S:1][CH:16]1[CH2:20][CH2:19][O:18][C:17]1=[O:21]. Procedure: To a solution of 3-mercapto-propan-1-ol (1685 μmol) in DMF (2 ml) were added DIEA (1.5 eq) and 3-bromo-dihydro-furan-2-one (1 eq). The reaction mixture was stirred at RT for 4 hours. The precipitate was filtered and the solvent was removed under reduced pressure. Starting materials: O=C1[C@]2(C=3C(=NC=CC3)N1)CC1=C(C=C3C=CC(=NC3=C1)C=O)C2 ((S)-2′-oxo-1′,2′,6,8-tetrahydrospiro[cyclopenta[g]quinoline-7,3′-pyrrolo[2,3-b]pyridine]-2-carbaldehyde), NC=1C=C2CC3(C(NC4=NC=CC=C43)=O)CC2=CC1 ((±)-5-amino-1,3-dihydrospiro[indene-2,3′-pyrrolo[2,3-b]pyridin]-2′(1′H)-one), NC=1C=C2CC3(C(NC4=NC=CC=C43)=O)CC2=CC1 ((±)-5-amino-1,3-dihydrospiro[indene-2,3′-pyrrolo[2,3-b]pyridin]-2′(1′H)-one). Yields the product O=C1C2(C=3C(=NC=CC3)N1)CC1=C(C=C3C=CC(=NC3=C1)C=O)C2 ((±)-2′-Oxo-1′,2′,6,8-tetrahydrospiro[cyclopenta[g]quinoline-7,3′-pyrrolo[2,3-b]pyridine]-2-carbaldehyde). Reaction SMILES: [O:1]=[C:2]1[NH:10][C:5]2=[N:6][CH:7]=[CH:8][CH:9]=[C:4]2[C@:3]21[CH2:24][C:13]1[CH:14]=[C:15]3[C:20](=[CH:21][C:12]=1[CH2:11]2)[N:19]=[C:18]([CH:22]=[O:23])[CH:17]=[CH:16]3.NC1C=C2C(=CC=1)CC1(C3C(=NC=CC=3)NC1=O)C2>>[O:1]=[C:2]1[NH:10][C:5]2=[N:6][CH:7]=[CH:8][CH:9]=[C:4]2[C:3]21[CH2:24][C:13]1[CH:14]=[C:15]3[C:20](=[CH:21][C:12]=1[CH2:11]2)[N:19]=[C:18]([CH:22]=[O:23])[CH:17]=[CH:16]3. Procedure: Essentially following the procedures described for Intermediate 10, but using (±)-5-amino-1,3-dihydrospiro[indene-2,3′-pyrrolo[2,3-b]pyridin]-2′(1′H)-one (described in Intermediate 4) in place of (S)-5-amino-1,3-dihydrospiro[indene-2,3′-pyrrolo[2,3-b]pyridin]-2′(1′H)-one, the title compound was obtained. MS: m/z=316 (M+1). The reactants are O=S(=O)(Cl)Cc1ccccc1, CO, CCN(C(C)C)C(C)C, ClCCl, Cl, CC(C)C(N)C(=O)N1CCC(c2ccc(Cl)cc2)CC1. Product: CC(C)C(NS(=O)(=O)Cc1ccccc1)C(=O)N1CCC(c2ccc(Cl)cc2)CC1. RXN SMILES: [CH2:1]([c:2]1[cH:3][cH:4][cH:5][cH:6][cH:7]1)[S:8](=[O:9])(=[O:10])[Cl:11].[CH3:45][OH:46].[CH:12]([N:13]([CH2:14][CH3:15])[CH:16]([CH3:17])[CH3:18])([CH3:19])[CH3:20].[Cl:42][CH2:43][Cl:44].[ClH:21].[NH2:22][CH:23]([C:24](=[O:25])[N:26]1[CH2:27][CH2:28][CH:29]([c:32]2[cH:33][cH:34][c:35]([Cl:38])[cH:36][cH:37]2)[CH2:30][CH2:31]1)[CH:39]([CH3:40])[CH3:41]>>[CH2:1]([c:2]1[cH:3][cH:4][cH:5][cH:6][cH:7]1)[S:8](=[O:9])(=[O:10])[NH:22][CH:23]([C:24](=[O:25])[N:26]1[CH2:27][CH2:28][CH:29]([c:32]2[cH:33][cH:34][c:35]([Cl:38])[cH:36][cH:37]2)[CH2:30][CH2:31]1)[CH:39]([CH3:40])[CH3:41].